Dataset: the Open Reaction Database (ORD), a public repository of structured organic reaction records. Task: describe an organic reaction: reactants, conditions, products, and yield Starting materials: C(C)OC(C(C)C1=CC=C(C=C1)CC(C)C)=O (2-(4-Isobutylphenyl)-propionic acid ethyl ester), [Li+].CC(C)[N-]C(C)C (LDA), O (water), BrCCCCBr (1,4-Dibromobutane). Run in C1CCOC1 (THF). Conditions: time 1 hour. The product is C(C)OC(C(CCCCBr)(C)C1=CC=C(C=C1)CC(C)C)=O (6-Bromo-2-(4-isobutylphenyl)-2-methylhexanoic acid ethyl ester). Yield: 87.6%. RXN SMILES: [CH2:1]([O:3][C:4](=[O:17])[CH:5]([C:7]1[CH:12]=[CH:11][C:10]([CH2:13][CH:14]([CH3:16])[CH3:15])=[CH:9][CH:8]=1)[CH3:6])[CH3:2].[Li+].CC([N-]C(C)C)C.[Br:26][CH2:27][CH2:28][CH2:29][CH2:30]Br.O>C1COCC1>[CH2:1]([O:3][C:4](=[O:17])[C:5]([C:7]1[CH:8]=[CH:9][C:10]([CH2:13][CH:14]([CH3:16])[CH3:15])=[CH:11][CH:12]=1)([CH3:6])[CH2:30][CH2:29][CH2:28][CH2:27][Br:26])[CH3:2] |f:1.2|. Reported procedure: Under nitrogen atmosphere and at −78° C., to a solution of 204 (10.5 g, 44.8 mmol) in anhydrous THF (150 mL) was added a solution of LDA (2.0 M, 28 mL, 56 mmol) and the mixture was stirred for 1 h. 1,4-Dibromobutane (25 mL, 37.5 g, 175 mmol) was then added dropwise over 30 min and the solution allowed to warm to room temperature over 5 h. After stirring at room temperature for an additional 16 h, the reaction was hydrolyzed with water (100 mL) and extracted with Et2O (2×100 mL). The combined org... The reactants are FC(C1=CC=C(C=C1)NN1C=NN=C1)(F)F (4-[(4-trifluoromethylphenyl)-amino]-4H-1,2,4-triazole), BrC1=CC=C(CBr)C=C1 (4-bromobenzyl bromide), C([O-])([O-])=O.[K+].[K+] (potassium carbonate). Solvent: C(C)#N (acetonitrile). Run at time 3 hour. The product is BrC1=CC=C(CN(C2=CC=C(C=C2)C(F)(F)F)N2C=NN=C2)C=C1 (4-[N-(4-bromobenzyl)-N-(4-trifluoromethylphenyl)amino]-4H-1,2,4-triazole). Reaction SMILES: [F:1][C:2]([F:16])([F:15])[C:3]1[CH:8]=[CH:7][C:6]([NH:9][N:10]2[CH:14]=[N:13][N:12]=[CH:11]2)=[CH:5][CH:4]=1.[Br:17][C:18]1[CH:25]=[CH:24][C:21]([CH2:22]Br)=[CH:20][CH:19]=1.C(=O)([O-])[O-].[K+].[K+]>C(#N)C>[Br:17][C:18]1[CH:25]=[CH:24][C:21]([CH2:22][N:9]([N:10]2[CH:11]=[N:12][N:13]=[CH:14]2)[C:6]2[CH:5]=[CH:4][C:3]([C:2]([F:1])([F:15])[F:16])=[CH:8][CH:7]=2)=[CH:20][CH:19]=1 |f:2.3.4|. Procedure details: 0.23 Gram of 4-[(4-trifluoromethylphenyl)-amino]-4H-1,2,4-triazole, 0.28 g of 4-bromobenzyl bromide and 0.17 g of anhydrous potassium carbonate were added to 5 ml of acetonitrile and the mixture was stirred for 3 hours at room temperature. The solvent was removed by distillation and water was added to the residue, which was then extracted with chloroform. The chloroform layer was washed with water and dried over anhydrous magnesium sulfate, and the solvent was removed by distillation under reduc... The product is N1(C=NC=C1)C1=CC(=C(C=C1)C=1OC(=NN1)C=1C(=NOC1C)C1=CC=CC=C1)OC (2-(4-Imidazol-1-yl-2-methoxy-phenyl)-5-(5-methyl-3-phenyl-isoxazol-4-yl)-[1,3,4]oxadiazole). Yield: 36.0%. The reactants are FC1=CC(=C(C=C1)C=1OC(=NN1)C=1C(=NOC1C)C1=CC=CC=C1)OC (2-(4-fluoro-2-methoxy-phenyl)-5-(5-methyl-3-phenyl-isoxazol-4-yl)-[1,3,4]oxadiazole), N1C=NC=C1 (imidazole). Reported procedure: As described for example 26, 2-(4-fluoro-2-methoxy-phenyl)-5-(5-methyl-3-phenyl-isoxazol-4-yl)-[1,3,4]oxadiazole (200 mg, 0.57 mmol) was converted using imidazole instead of thiomorpholine to the title compound (SiO2, heptane:ethyl acetate:dichloromethane=70:10:20 to 40:40:20, 82 mg, 36%) which was obtained as an off-white solid. MS: m/e=400.2 [M+H]+. RXN SMILES: F[C:2]1[CH:7]=[CH:6][C:5]([C:8]2[O:9][C:10]([C:13]3[C:14]([C:19]4[CH:24]=[CH:23][CH:22]=[CH:21][CH:20]=4)=[N:15][O:16][C:17]=3[CH3:18])=[N:11][N:12]=2)=[C:4]([O:25][CH3:26])[CH:3]=1.[NH:27]1[CH:31]=[CH:30][N:29]=[CH:28]1>>[N:27]1([C:2]2[CH:7]=[CH:6][C:5]([C:8]3[O:9][C:10]([C:13]4[C:14]([C:19]5[CH:24]=[CH:23][CH:22]=[CH:21][CH:20]=5)=[N:15][O:16][C:17]=4[CH3:18])=[N:11][N:12]=3)=[C:4]([O:25][CH3:26])[CH:3]=2)[CH:31]=[CH:30][N:29]=[CH:28]1. Reactants: Cc1noc(C)c1C(=O)N1CCNCC1, CCOc1cc(C(C)(C)C#N)ccc1C1=NC(c2ccc(Cl)cc2)C(c2ccc(Cl)cc2)N1C(=O)Cl. Product: CCOc1cc(C(C)(C)C#N)ccc1C1=NC(c2ccc(Cl)cc2)C(c2ccc(Cl)cc2)N1C(=O)N1CCN(C(=O)c2c(C)noc2C)CC1. As a reaction SMILES: [CH3:37][c:38]1[n:39][o:40][c:41]([CH3:51])[c:42]1[C:43](=[O:44])[N:45]1[CH2:46][CH2:47][NH:48][CH2:49][CH2:50]1.[Cl:1][c:2]1[cH:3][cH:4][c:5]([CH:8]2[N:9]=[C:10]([c:23]3[c:24]([O:34][CH2:35][CH3:36])[cH:25][c:26]([C:29]([CH3:30])([CH3:31])[C:32]#[N:33])[cH:27][cH:28]3)[N:11]([C:20](=[O:21])[Cl:22])[CH:12]2[c:13]2[cH:14][cH:15][c:16]([Cl:19])[cH:17][cH:18]2)[cH:6][cH:7]1>>[Cl:1][c:2]1[cH:3][cH:4][c:5]([CH:8]2[N:9]=[C:10]([c:23]3[c:24]([O:34][CH2:35][CH3:36])[cH:25][c:26]([C:29]([CH3:30])([CH3:31])[C:32]#[N:33])[cH:27][cH:28]3)[N:11]([C:20](=[O:21])[N:48]3[CH2:47][CH2:46][N:45]([C:43]([c:42]4[c:38]([CH3:37])[n:39][o:40][c:41]4[CH3:51])=[O:44])[CH2:50][CH2:49]3)[CH:12]2[c:13]2[cH:14][cH:15][c:16]([Cl:19])[cH:17][cH:18]2)[cH:6][cH:7]1.